This data is from the Open Reaction Database (ORD), a public repository of structured organic reaction records. The task is: describe an organic reaction: reactants, conditions, products, and yield The reactants are [N+](=O)([O-])C=1C=C(C=O)C=CC1 (3-nitrobenzaldehyde), C(C1=CC=CC=C1)N1CC(CC1)OC(CC(=O)C)=O (1-benzyl-3-acetoacetyloxypyrrolidine), COC(\C=C(\C)/N)=O (β-aminocrotonic acid methyl ester). Run in C(Cl)(Cl)Cl (chloroform), C(C)(C)O (isopropyl alcohol), C(Cl)(Cl)Cl (chloroform). Product: COC(=O)C=1C(C(=C(NC1C)C)C(=O)OC1CN(CC1)CC1=CC=CC=C1)C1=CC(=CC=C1)[N+](=O)[O-] (2,6-dimethyl-4-(3'-nitrophenyl)-1,4-dihydropyridine-3,5-dicarboxylic acid-3-(1-benzylpyrrolidin-3-yl)ester-5-methyl ester). Isolated yield 69.2%. RXN SMILES: [N+:1]([C:4]1[CH:5]=[C:6]([CH:9]=[CH:10][CH:11]=1)[CH:7]=O)([O-:3])=[O:2].[CH2:12]([N:19]1[CH2:23][CH2:22][CH:21]([O:24][C:25](=[O:30])[CH2:26][C:27]([CH3:29])=O)[CH2:20]1)[C:13]1[CH:18]=[CH:17][CH:16]=[CH:15][CH:14]=1.[CH3:31][O:32][C:33](=[O:38])/[CH:34]=[C:35](\[NH2:37])/[CH3:36]>C(O)(C)C.C(Cl)(Cl)Cl>[CH3:31][O:32][C:33]([C:34]1[CH:7]([C:6]2[CH:9]=[CH:10][CH:11]=[C:4]([N+:1]([O-:3])=[O:2])[CH:5]=2)[C:26]([C:25]([O:24][CH:21]2[CH2:22][CH2:23][N:19]([CH2:12][C:13]3[CH:18]=[CH:17][CH:16]=[CH:15][CH:14]=3)[CH2:20]2)=[O:30])=[C:27]([CH3:29])[NH:37][C:35]=1[CH3:36])=[O:38]. Reported procedure: In 5 ml of isopropyl alcohol were dissolved 1.5 g (0.01 mole) of 3-nitrobenzaldehyde, 2.6 g (0.01 mole) of 1-benzyl-3-acetoacetyloxypyrrolidine, and 1.3 g (0.01 mole) of β-aminocrotonic acid methyl ester and then the solution was refluxed for 8 hours. The solvent was distilled off under reduced pressure, the residue obtained was dissolved in a small amount of chloroform, and the solution was applied to silica gel column chromatography (column diameter 1.5 cm, height 20 cm, and about 200 ml of ch... The reactants are C(C)(=O)NC1=C(N(C2=CC=C(C=C12)N)C(=O)OCC)C(C1=CC=CC=C1)=O (3-acetylamino-5-amino-2-benzoyl-1-ethoxycarbonylindole), N1=CC=CC=C1 (pyridine), CS(=O)(=O)Cl (methanesulfonyl chloride). The solvent is ClCCl (dichloromethane). Run at time 1 hour. Product: C(C)(=O)NC1=C(NC2=CC=C(C=C12)NS(=O)(=O)C)C(C1=CC=CC=C1)=O (3-Acetylamino-2-benzoyl-5-(methanesulfonylamino)indole). Isolated yield 65.8%. RXN SMILES: [C:1]([NH:4][C:5]1[C:13]2[C:8](=[CH:9][CH:10]=[C:11]([NH2:14])[CH:12]=2)[N:7](C(OCC)=O)[C:6]=1[C:20](=[O:27])[C:21]1[CH:26]=[CH:25][CH:24]=[CH:23][CH:22]=1)(=[O:3])[CH3:2].N1C=CC=CC=1.[CH3:34][S:35](Cl)(=[O:37])=[O:36]>ClCCl>[C:1]([NH:4][C:5]1[C:13]2[C:8](=[CH:9][CH:10]=[C:11]([NH:14][S:35]([CH3:34])(=[O:37])=[O:36])[CH:12]=2)[NH:7][C:6]=1[C:20](=[O:27])[C:21]1[CH:26]=[CH:25][CH:24]=[CH:23][CH:22]=1)(=[O:3])[CH3:2]. Procedure details: To a solution of 3-acetylamino-5-amino-2-benzoyl-1-ethoxycarbonylindole (Example 99, step 1: 100 mg, 0.27 mmol) in dichloromethane (5 ml) and pyridine (33 μl, 0.41 mmol) was added methanesulfonyl chloride (25 μl, 0.32 mmol) and the mixture was stirred for 1 h. The mixture was partitioned between 2N aqueous HCl (30 ml) and ethyl acetate (30 ml), the organic layer separated and washed cocnsecutively with brine (10 ml), saturated aqueous sodium bicarbonate (10 ml), brine (10 ml) and dried (MgSO4). ...